Dataset: the Open Reaction Database (ORD), a public repository of structured organic reaction records. Task: describe an organic reaction: reactants, conditions, products, and yield Reactants: COC(=O)C=1C=C(C=C2C=CN(C12)C)Br (5-Bromo-1-methyl-1H-indole-7-carboxylic acid methyl ester), [H-].[H-].[H-].[H-].[Li+].[Al+3] (LAH), C(=O)(O)[O-].[Na+] (NaHCO3). Solvent: CCOCC (Et2O). The product is BrC=1C=C2C=CN(C2=C(C1)CO)C ((5-Bromo-1-methyl-1H-indol-7-yl)-methanol). Yield: 85.9%. As a reaction SMILES: C[O:2][C:3]([C:5]1[CH:6]=[C:7]([Br:15])[CH:8]=[C:9]2[C:13]=1[N:12]([CH3:14])[CH:11]=[CH:10]2)=O.[H-].[H-].[H-].[H-].[Li+].[Al+3].C([O-])(O)=O.[Na+]>CCOCC>[Br:15][C:7]1[CH:8]=[C:9]2[C:13](=[C:5]([CH2:3][OH:2])[CH:6]=1)[N:12]([CH3:14])[CH:11]=[CH:10]2 |f:1.2.3.4.5.6,7.8|. Reported procedure: To a solution of 5-Bromo-1-methyl-1H-indole-7-carboxylic acid methyl ester (260 mg, 0.97 mmol) in Et2O (50 mL) was added LAH (40.5 mg, 1.1 mmol) at 0 C under nitrogen atmosphere. The solution was warmed to room temperature. Sat. NaHCO3 was added and the solution was extracted with EtOAc. The combined organic layer was dried with MgSO4 and was filtered. The filtrate was concentrated and the residue was purified by CombiFlash with 50% EtOAc in Hexane as the eluent to afford the desirable product (... Product: Cl.C1CCC2=CC(=CC=C12)NC=1C2=C(N=CN1)N=CC=C2 (4-(5-indanylamino)-pyrido[2,3-d]pyrimidine hydrochloride). Yield: 80.0%. As a reaction SMILES: [Cl:1][C:2]1[CH:11]=[N:10][C:5]2[N:6]=[CH:7][N:8]=[CH:9][C:4]=2[CH:3]=1.[NH2:12][C:13]1[CH:14]=[C:15]2[C:19](=[CH:20][CH:21]=1)[CH2:18][CH2:17][CH2:16]2>C(O)(C)C>[ClH:1].[CH2:18]1[C:19]2[C:15](=[CH:14][C:13]([NH:12][C:9]3[C:4]4[CH:3]=[CH:2][CH:11]=[N:10][C:5]=4[N:6]=[CH:7][N:8]=3)=[CH:21][CH:20]=2)[CH2:16][CH2:17]1 |f:3.4|. Solvent: C(C)(C)O (isopropanol). Starting materials: ClC1=CC2=C(N=CN=C2)N=C1 (6-chloropyrido[2,3-d]pyrimidine), NC=1C=C2CCCC2=CC1 (5-aminoindan). Procedure: A solution of 6-chloropyrido[2,3-d]pyrimidine (1.656 g, 10 mM) and 5-aminoindan (1.332 g, 10 mM) in isopropanol (60 ml) is heated to reflux for about 20 h. The resulting salt suspension is then cooled to room temperature, filtered and the residue washed with ice-cooled isopropanol to give almost pure title compound in about 80% yield.